This data is from the Open Reaction Database (ORD), a public repository of structured organic reaction records. The task is: describe an organic reaction: reactants, conditions, products, and yield Starting materials: ClCCl, C[Si](C)(C)N[Si](C)(C)C, CO, CN(C)C=O, O=C(O)C(CC1CCCC1)c1ccc(Cl)c(Cl)c1, O=C(Cl)C(=O)Cl. Product: NC(=O)C(CC1CCCC1)c1ccc(Cl)c(Cl)c1. RXN SMILES: [CH2:36]([Cl:37])[Cl:38].[CH3:25][Si:26]([NH:27][Si:30]([CH3:31])([CH3:32])[CH3:33])([CH3:28])[CH3:29].[CH3:34][OH:35].[CH3:39][N:40]([CH3:41])[CH:42]=[O:43].[CH:1]1([CH2:6][CH:7]([C:8](=[O:9])[OH:10])[c:11]2[cH:12][c:13]([Cl:18])[c:14]([Cl:17])[cH:15][cH:16]2)[CH2:2][CH2:3][CH2:4][CH2:5]1.[Cl:19][C:20]([C:21]([Cl:22])=[O:23])=[O:24]>>[CH:1]1([CH2:6][CH:7]([C:8](=[O:9])[NH2:27])[c:11]2[cH:12][c:13]([Cl:18])[c:14]([Cl:17])[cH:15][cH:16]2)[CH2:2][CH2:3][CH2:4][CH2:5]1.